This data is from the Open Reaction Database (ORD), a public repository of structured organic reaction records. The task is: describe an organic reaction: reactants, conditions, products, and yield Starting materials: BrC=1C=C(C=C(C1S(=O)(=O)C1=CC(=C(C=C1)OC)C(C)C)Br)CC(=O)OC (methyl 3,5-dibromo-4-(3-isopropyl-4-methoxyphenylsulfonyl)phenylacetate), solution, B(Br)(Br)Br (boron tribromide), ice. The solvent is ClCCl (dichloromethane), ClCCl (dichloromethane). The product is BrC=1C=C(C=C(C1S(=O)(=O)C1=CC(=C(C=C1)O)C(C)C)Br)CC(=O)OC (methyl 3,5-dibromo-4-(4-hydroxy-3-isopropylphenylsulfonyl)phenylacetate). The yield is 85.1%. As a reaction SMILES: B(Br)(Br)Br.[Br:5][C:6]1[CH:7]=[C:8]([CH2:27][C:28]([O:30][CH3:31])=[O:29])[CH:9]=[C:10]([Br:26])[C:11]=1[S:12]([C:15]1[CH:20]=[CH:19][C:18]([O:21]C)=[C:17]([CH:23]([CH3:25])[CH3:24])[CH:16]=1)(=[O:14])=[O:13]>ClCCl>[Br:26][C:10]1[CH:9]=[C:8]([CH2:27][C:28]([O:30][CH3:31])=[O:29])[CH:7]=[C:6]([Br:5])[C:11]=1[S:12]([C:15]1[CH:20]=[CH:19][C:18]([OH:21])=[C:17]([CH:23]([CH3:24])[CH3:25])[CH:16]=1)(=[O:14])=[O:13]. Reported procedure: A 1M solution of boron tribromide (17 mL, 0.017 mol) in dichloromethane was added to an ice-cooled solution of methyl 3,5-dibromo-4-(3-isopropyl-4-methoxyphenylsulfonyl)phenylacetate (3.5 g, 0.0067 mol), from Example 1, in dichloromethane. The mixture was warmed to room temperature and allowed to react for 3 hrs. Excess boron tribromide was quenched by the addition of methanol to the ice-cooled reaction mixture and the reaction mixture was concentrated on a rotary evaporator. The residue was dis... Reactants: OCC=1C=CC2=C(CCC3=C(S2(=O)=O)C=C(C=C3)C(=O)O)C1 (8-hydroxymethyl-10,11-dihydrodibenzo[b,f]thiepin-3-carboxylic acid 5,5-dioxide), C1=CC(=CC=2S(C3=C(C=CC21)C=CC=C3)(=O)=O)C(=O)O (dibenzo[b,f]thiepin-3-carboxylic acid 5,5-dioxide). Yields the product OCC=1C=CC2=C(S(C3=C(CC2)C=C(C=C3)CO)(=O)=O)C1 (3,8-Dihydroxymethyl-10,11-dihydrodibenzo[b,f]thiepin 5,5-dioxide). As a reaction SMILES: [OH:1][CH2:2][C:3]1[CH:4]=[CH:5][C:6]2[S:12](=[O:14])(=[O:13])[C:11]3[CH:15]=[C:16]([C:19](O)=[O:20])[CH:17]=[CH:18][C:10]=3[CH2:9][CH2:8][C:7]=2[CH:22]=1.C1C2C=CC3C=CC=CC=3S(=O)(=O)C=2C=C(C(O)=O)C=1>>[OH:20][CH2:19][C:16]1[CH:17]=[CH:18][C:10]2[CH2:9][CH2:8][C:7]3[CH:22]=[C:3]([CH2:2][OH:1])[CH:4]=[CH:5][C:6]=3[S:12](=[O:14])(=[O:13])[C:11]=2[CH:15]=1. Procedure: Repeat the process of Example 6, substituting an equivalent quantity of 8-hydroxymethyl-10,11-dihydrodibenzo[b,f]thiepin-3-carboxylic acid 5,5-dioxide for the dibenzo[b,f]thiepin-3-carboxylic acid 5,5-dioxide, to obtain the title product. Reactants: C(C)(C)(C)OC(=O)NCCOC1=CC=C(C=C1)C[C@@H](C(=O)OCC[Si](C)(C)C)OC1=CC=C(C=C1)C(C)C (2-trimethylsilylethyl (S)-3-[4-(2-t-butoxycarbonylaminoethoxy)phenyl]-2-(4-isopropylphenoxy)propionate), N1=C(C=CC=C1)C1=CC=C(C(=O)O)C=C1 (4-pyridine-2-ylbenzoic acid), C(#N)P(OCC)(OCC)=O (diethyl cyanophosphonate). Solvent: C(C)N(CC)CC (triethylamine). Yields the product C(C)(C)C1=CC=C(O[C@H](C(=O)OCC[Si](C)(C)C)CC2=CC=C(C=C2)OCCNC(C2=CC=C(C=C2)C2=NC=CC=C2)=O)C=C1 (2-Trimethylsilylethyl (S)-2-(4-isopropylphenoxy)-3-[4-[2-(4-pyridine-2-yl-benzoylamino)ethoxy]phenyl]propionate). Yield: 56.8%. As a reaction SMILES: C(O[C:6]([NH:8][CH2:9][CH2:10][O:11][C:12]1[CH:17]=[CH:16][C:15]([CH2:18][C@H:19]([O:29][C:30]2[CH:35]=[CH:34][C:33]([CH:36]([CH3:38])[CH3:37])=[CH:32][CH:31]=2)[C:20]([O:22][CH2:23][CH2:24][Si:25]([CH3:28])([CH3:27])[CH3:26])=[O:21])=[CH:14][CH:13]=1)=[O:7])(C)(C)C.[N:39]1[CH:44]=[CH:43][CH:42]=[CH:41][C:40]=1[C:45]1[CH:53]=[CH:52][C:48](C(O)=O)=[CH:47][CH:46]=1.C(P(=O)(OCC)OCC)#N>C(N(CC)CC)C>[CH:36]([C:33]1[CH:32]=[CH:31][C:30]([O:29][C@@H:19]([CH2:18][C:15]2[CH:16]=[CH:17][C:12]([O:11][CH2:10][CH2:9][NH:8][C:6](=[O:7])[C:48]3[CH:47]=[CH:46][C:45]([C:40]4[CH:41]=[CH:42][CH:43]=[CH:44][N:39]=4)=[CH:53][CH:52]=3)=[CH:13][CH:14]=2)[C:20]([O:22][CH2:23][CH2:24][Si:25]([CH3:28])([CH3:27])[CH3:26])=[O:21])=[CH:35][CH:34]=1)([CH3:37])[CH3:38]. Procedure details: In a similar manner to that described in Example 73, a reaction was carried out using 2-trimethylsilylethyl (S)-3-[4-(2-t-butoxycarbonylaminoethoxy)phenyl]-2-(4-isopropylphenoxy)propionate (0.95 g), 4-pyridine-2-ylbenzoic acid (382 mg), diethyl cyanophosphonate (0.29 ml) and triethylamine (0.53 ml) and the reaction mixture was treated to afford the title compound (0.62 g) as a colorless oil. The reactants are C(C1=CC=CC=C1)OC(=O)NC1=NC(NC=C1)=O (N-benzyloxycarbonyl cytosine), C([O-])([O-])=O.[K+].[K+] (potassium carbonate), BrCC(=O)OC (methyl bromoacetate). The solvent is CN(C=O)C (dimethylformamide). Reaction conditions: temperature 0 celsius, time 8 hour. The product is C(C1=CC=CC=C1)OC(=O)N(C1=NC(NC=C1)=O)CC(=O)O (N-Benzyloxycarbonyl-N-l-carboxymethyl Cytosine). As a reaction SMILES: [CH2:1]([O:8][C:9]([NH:11][C:12]1[CH:17]=[CH:16][NH:15][C:14](=[O:18])[N:13]=1)=[O:10])[C:2]1[CH:7]=[CH:6][CH:5]=[CH:4][CH:3]=1.C(=O)([O-])[O-].[K+].[K+].Br[CH2:26][C:27]([O:29]C)=[O:28]>CN(C)C=O>[CH2:1]([O:8][C:9]([N:11]([CH2:26][C:27]([OH:29])=[O:28])[C:12]1[CH:17]=[CH:16][NH:15][C:14](=[O:18])[N:13]=1)=[O:10])[C:2]1[CH:7]=[CH:6][CH:5]=[CH:4][CH:3]=1 |f:1.2.3|. Reported procedure: To a suspension of N-benzyloxycarbonyl cytosine (0.317 mol) and potassium carbonate (0.317 mol) in dimethylformamide (900 ml) is added methyl bromoacetate (0.317 mol) and the mixture is stirred vigorously overnight under nitrogen. The mixture is filtered, washed with ether and evaporated to dryness, in vacuo. The solid residue is treated with water (300 ml) and 4N hydrochloric acid (12 ml), stirred for 20 minutes at 0° C., filtered and washed with water (2×100 ml). The precipitate is treated wit... Reactants: ClCCl, CS(=O)(=O)Cl, CCN(C(C)C)C(C)C, CC(C)(C)OC(=O)N1CCN(C(=O)c2cccc(CO)n2)CC1. Yields the product CC(C)(C)OC(=O)N1CCN(C(=O)c2cccc(CCl)n2)CC1. RXN SMILES: [CH2:38]([Cl:39])[Cl:40].[CH3:33][S:34]([Cl:35])(=[O:36])=[O:37].[CH:24]([N:25]([CH:26]([CH3:27])[CH3:28])[CH2:29][CH3:30])([CH3:31])[CH3:32].[OH:1][CH2:2][c:3]1[cH:4][cH:5][cH:6][c:7]([C:9](=[O:10])[N:11]2[CH2:12][CH2:13][N:14]([C:17](=[O:18])[O:19][C:20]([CH3:21])([CH3:22])[CH3:23])[CH2:15][CH2:16]2)[n:8]1>>[CH2:2]([c:3]1[cH:4][cH:5][cH:6][c:7]([C:9](=[O:10])[N:11]2[CH2:12][CH2:13][N:14]([C:17](=[O:18])[O:19][C:20]([CH3:21])([CH3:22])[CH3:23])[CH2:15][CH2:16]2)[n:8]1)[Cl:35]. The reactants are CCCC1CCC(CCC2CCC(C#N)CC2)CC1, CC(C)C[AlH]CC(C)C, Cc1ccccc1, O=S(=O)(O)O. Yields the product CCCC1CCC(CCC2CCC(C=O)CC2)CC1. RXN SMILES: [CH2:10]([CH2:11][CH3:12])[CH:13]1[CH2:14][CH2:15][CH:16]([CH2:19][CH2:20][CH:21]2[CH2:22][CH2:23][CH:24]([C:27]#[N:28])[CH2:25][CH2:26]2)[CH2:17][CH2:18]1.[CH3:1][CH:2]([CH2:3][AlH:4][CH2:5][CH:6]([CH3:7])[CH3:8])[CH3:9].[CH3:34][c:35]1[cH:36][cH:37][cH:38][cH:39][cH:40]1.[S:29]([OH:30])(=[O:31])(=[O:32])[OH:33]>>[CH2:10]([CH2:11][CH3:12])[CH:13]1[CH2:14][CH2:15][CH:16]([CH2:19][CH2:20][CH:21]2[CH2:22][CH2:23][CH:24]([CH:27]=[O:30])[CH2:25][CH2:26]2)[CH2:17][CH2:18]1.